Task: describe an organic reaction: reactants, conditions, products, and yield. Dataset: the Open Reaction Database (ORD), a public repository of structured organic reaction records Reactants: C(C)(=O)O (acetic acid), ClC(C)Cl (dichloroethane), FC=1C=C2C(C(=CN(C2=CC1F)C1=C(C(=C(C(=C1)[N+](=O)[O-])F)F)F)C(=O)OCC)=O (Ethyl 6,7-difluoro-1,4-dihydro-4-oxo-1-(2,3,4-trifluoro-5-nitrophenyl)quinoline-3-carboxylate). The reagents and catalysts are [Pd] (palladium on carbon). Run in C(C)O (ethanol). Conditions: time 8 hour. The product is NC=1C=C(C(=C(C1F)F)F)N1C=C(C(C2=CC(=C(C=C12)F)F)=O)C(=O)OCC (Ethyl 1-(3-amino-4,5,6-trifluorophenyl)-6,7-difluoro-1,4-dihydro-4-oxoquinoline-3-carboxylate). Yield: 76.8%. As a reaction SMILES: [F:1][C:2]1[CH:3]=[C:4]2[C:9](=[CH:10][C:11]=1[F:12])[N:8]([C:13]1[CH:18]=[C:17]([N+:19]([O-])=O)[C:16]([F:22])=[C:15]([F:23])[C:14]=1[F:24])[CH:7]=[C:6]([C:25]([O:27][CH2:28][CH3:29])=[O:26])[C:5]2=[O:30].C(O)(=O)C.ClC(Cl)C>C(O)C.[Pd]>[NH2:19][C:17]1[CH:18]=[C:13]([N:8]2[C:9]3[C:4](=[CH:3][C:2]([F:1])=[C:11]([F:12])[CH:10]=3)[C:5](=[O:30])[C:6]([C:25]([O:27][CH2:28][CH3:29])=[O:26])=[CH:7]2)[C:14]([F:24])=[C:15]([F:23])[C:16]=1[F:22]. Procedure details: Ethyl 6,7-difluoro-1,4-dihydro-4-oxo-1-(2,3,4-trifluoro-5-nitrophenyl)quinoline-3-carboxylate (280 mg) was dissolved in 10 ml of ethanol, 5 ml of acetic acid, and 5 ml of dichloroethane, to which was added 30 mg of 10% palladium on carbon. Under a hydrogen atmosphere, the solution was stirred overnight at room temperature. The catalyst was removed by a membrane filter and the filtrate was concentrated in vacua. Ethanol was added to the residue whereupon the solid was collected by filtration and ... Reactants: NC=1C=C2C(C(NC2=CC1)=O)=O (5-amino1H-indole-2,3-dion), FC1=CC=C(CC2CCN(CC2)C(C(=O)O)=O)C=C1 ([4-(4-fluoro-benzyl)-piperidin-1-yl]-oxo-acetic-acid). The solvent is C(C)OCC (diethylether). Product: O=C1NC2=CC=C(C=C2C1=O)NC(C(=O)N1CCC(CC1)CC1=CC=C(C=C1)F)=O (N-(2,3-Dioxo-2,3-dihydro-1H-indol-5-yl)-2-[4-(4-fluoro-benzyl)-piperidin-1-yl]-2-oxo-acetamide). RXN SMILES: [NH2:1][C:2]1[CH:3]=[C:4]2[C:8](=[CH:9][CH:10]=1)[NH:7][C:6](=[O:11])[C:5]2=[O:12].[F:13][C:14]1[CH:31]=[CH:30][C:17]([CH2:18][CH:19]2[CH2:24][CH2:23][N:22]([C:25](=[O:29])[C:26](O)=[O:27])[CH2:21][CH2:20]2)=[CH:16][CH:15]=1>C(OCC)C>[O:11]=[C:6]1[C:5](=[O:12])[C:4]2[C:8](=[CH:9][CH:10]=[C:2]([NH:1][C:26](=[O:27])[C:25]([N:22]3[CH2:21][CH2:20][CH:19]([CH2:18][C:17]4[CH:16]=[CH:15][C:14]([F:13])=[CH:31][CH:30]=4)[CH2:24][CH2:23]3)=[O:29])[CH:3]=2)[NH:7]1. Procedure details: The title compound is prepared from 5-amino1H-indole-2,3-dion [Helv. Chim-Acta 19, 1327. (1936)] and [4-(4-fluoro-benzyl)-piperidin-1-yl]-oxo-acetic-acid (Example 1b) according to the method described in Example 1c. Melting Point: 205-206° C. (diethylether) The reactants are F[B-](F)(F)F, CC(C)(C)[PH+](C(C)(C)C)C(C)(C)C, Cn1cc(B2OC(C)(C)C(C)(C)O2)cn1, CCOC(C)=O, [F-], CC(C)(C)OC(=O)Nc1cc(OS(=O)(=O)C(F)(F)F)cn2nccc12, [K+], O=C(C=Cc1ccccc1)C=Cc1ccccc1, CN(C)C=O, O=C(C=Cc1ccccc1)C=Cc1ccccc1, O=C(C=Cc1ccccc1)C=Cc1ccccc1, [Pd], [Pd]. Product: Cn1cc(-c2cc(NC(=O)OC(C)(C)C)c3ccnn3c2)cn1. As a reaction SMILES: [B-:43]([F:44])([F:45])([F:46])[F:47].[C:48]([PH+:49]([C:50]([CH3:51])([CH3:52])[CH3:53])[C:54]([CH3:55])([CH3:56])[CH3:57])([CH3:58])([CH3:59])[CH3:60].[CH3:26][n:27]1[n:28][cH:29][c:30]([B:32]2[O:33][C:34]([CH3:35])([CH3:36])[C:37]([CH3:38])([CH3:39])[O:40]2)[cH:31]1.[CH3:66][CH2:67][O:68][C:69](=[O:70])[CH3:71].[F-:41].[F:1][C:2]([F:3])([F:4])[S:5]([O:6][c:7]1[cH:8][c:9]([NH:16][C:17](=[O:18])[O:19][C:20]([CH3:21])([CH3:22])[CH3:23])[c:10]2[n:11]([cH:12]1)[n:13][cH:14][cH:15]2)(=[O:24])=[O:25].[K+:42].[O:110]=[C:111]([CH:112]=[CH:113][c:114]1[cH:115][cH:116][cH:117][cH:118][cH:119]1)[CH:120]=[CH:121][c:122]1[cH:123][cH:124][cH:125][cH:126][cH:127]1.[O:61]=[CH:62][N:63]([CH3:64])[CH3:65].[O:74]=[C:75]([CH:76]=[CH:77][c:78]1[cH:79][cH:80][cH:81][cH:82][cH:83]1)[CH:84]=[CH:85][c:86]1[cH:87][cH:88][cH:89][cH:90][cH:91]1.[O:92]=[C:93]([CH:94]=[CH:95][c:96]1[cH:97][cH:98][cH:99][cH:100][cH:101]1)[CH:102]=[CH:103][c:104]1[cH:105][cH:106][cH:107][cH:108][cH:109]1.[Pd:72].[Pd:73]>>[c:7]1(-[c:30]2[cH:29][n:28][n:27]([CH3:26])[cH:31]2)[cH:8][c:9]([NH:16][C:17](=[O:18])[O:19][C:20]([CH3:21])([CH3:22])[CH3:23])[c:10]2[n:11]([cH:12]1)[n:13][cH:14][cH:15]2.